Task: describe an organic reaction: reactants, conditions, products, and yield. Dataset: the Open Reaction Database (ORD), a public repository of structured organic reaction records Isolated yield 6.8%. Starting materials: NC1=NC=2C=CC=CC2C2=C1N=C(N2CCCNCC2=CC=C(C=C2)CC(=O)OC)CCOC (Methyl 2-(4-((3-(4-amino-2-(2-methoxyethyl)-1H-imidazo[4,5-c]quinolin-1-yl)propylamino)methyl)phenyl)acetate), C(=O)([O-])[O-].[K+].[K+] (K2CO3), [I-].[Na+] (sodium iodide), Cl.ClCCCN1CCOCC1 (4-(3-chloropropyl)morpholine hydrochloride). Reported procedure: The product from step (v) of example 29 (360 mg, 0.78 mmol) was dissolved in MeCN (10 mL) and 4-(3-chloropropyl)morpholine hydrochloride (187 mg, 0.94 mmol) added at rt. Anhydrous K2CO3 (323 mg, 2.34 mmol) and sodium iodide (117 mg, 0.78 mmol) were added. The mixture was refluxed for 15 h. After cooling to room temperature, the crude product was purified by RPHPLC and the resulting residue was triturated with diethyl ether:EtOAc (5:1) at 0° C. The suspension was filtered to afford the title comp... RXN SMILES: [NH2:1][C:2]1[C:11]2[N:12]=[C:13]([CH2:31][CH2:32][O:33][CH3:34])[N:14]([CH2:15][CH2:16][CH2:17][NH:18][CH2:19][C:20]3[CH:25]=[CH:24][C:23]([CH2:26][C:27]([O:29][CH3:30])=[O:28])=[CH:22][CH:21]=3)[C:10]=2[C:9]2[CH:8]=[CH:7][CH:6]=[CH:5][C:4]=2[N:3]=1.Cl.Cl[CH2:37][CH2:38][CH2:39][N:40]1[CH2:45][CH2:44][O:43][CH2:42][CH2:41]1.C([O-])([O-])=O.[K+].[K+].[I-].[Na+]>CC#N>[NH2:1][C:2]1[C:11]2[N:12]=[C:13]([CH2:31][CH2:32][O:33][CH3:34])[N:14]([CH2:15][CH2:16][CH2:17][N:18]([CH2:19][C:20]3[CH:21]=[CH:22][C:23]([CH2:26][C:27]([O:29][CH3:30])=[O:28])=[CH:24][CH:25]=3)[CH2:37][CH2:38][CH2:39][N:40]3[CH2:45][CH2:44][O:43][CH2:42][CH2:41]3)[C:10]=2[C:9]2[CH:8]=[CH:7][CH:6]=[CH:5][C:4]=2[N:3]=1 |f:1.2,3.4.5,6.7|. Yields the product NC1=NC=2C=CC=CC2C2=C1N=C(N2CCCN(CCCN2CCOCC2)CC2=CC=C(C=C2)CC(=O)OC)CCOC (Methyl 2-(4-(((3-(4-amino-2-(2-methoxyethyl)-1H-imidazo[4,5-c]quinolin-1-yl)propyl)(3-morpholinopropyl)amino)methyl)phenyl)acetate). Solvent: CC#N (MeCN). Reactants: ClC1=CC(=CC(=N1)N1C(OCC1C1=CC=C(C=C1)F)=O)C=1C=NN(C1)C (3-[6-chloro-4-(1-methyl-1H-pyrazol-4-yl)pyridin-2-yl]-4-(4-fluorophenyl)oxazolidin-2-one), NC1=NC=CN=C1 (2-aminopyrazine), C1(CCCCC1)P(C1=C(C=CC=C1)C1=C(C=C(C=C1C(C)C)C(C)C)C(C)C)C1CCCCC1 (2-dicyclohexylphosphino-2′,4′,6′-triisopropylbiphenyl), CC(C)([O-])C.[Na+] (sodium t-butoxide), tris(dibenzylideneacetone)(chloroform)dipalladium. The solvent is O1CCOCC1 (1,4-dioxane), C(C)(=O)OCC (ethyl acetate). Run at temperature 90 celsius, time 1 hour. The product is FC1=CC=C(C=C1)C(CO)NC1=NC(=CC(=C1)C=1C=NN(C1)C)NC1=NC=CN=C1 (2-(4-Fluorophenyl)-2-[4-(1-methyl-1H-pyrazol-4-yl)-6-(pyrazin-2-ylamino)pyridin-2-ylamino]ethanol). Yield: 39.9%. As a reaction SMILES: Cl[C:2]1[N:7]=[C:6]([N:8]2[CH:12]([C:13]3[CH:18]=[CH:17][C:16]([F:19])=[CH:15][CH:14]=3)[CH2:11][O:10]C2=O)[CH:5]=[C:4]([C:21]2[CH:22]=[N:23][N:24]([CH3:26])[CH:25]=2)[CH:3]=1.[NH2:27][C:28]1[CH:33]=[N:32][CH:31]=[CH:30][N:29]=1.C1(P(C2CCCCC2)C2C=CC=CC=2C2C(C(C)C)=CC(C(C)C)=CC=2C(C)C)CCCCC1.CC(C)([O-])C.[Na+]>C(OCC)(=O)C.O1CCOCC1>[F:19][C:16]1[CH:15]=[CH:14][C:13]([CH:12]([NH:8][C:6]2[CH:5]=[C:4]([C:21]3[CH:22]=[N:23][N:24]([CH3:26])[CH:25]=3)[CH:3]=[C:2]([NH:27][C:28]3[CH:33]=[N:32][CH:31]=[CH:30][N:29]=3)[N:7]=2)[CH2:11][OH:10])=[CH:18][CH:17]=1 |f:3.4|. Procedure: 80 mg of 3-[6-chloro-4-(1-methyl-1H-pyrazol-4-yl)pyridin-2-yl]-4-(4-fluorophenyl)oxazolidin-2-one, 20 mg of 2-aminopyrazine, 20 mg of 2-dicyclohexylphosphino-2′,4′,6′-triisopropylbiphenyl, mg of sodium t-butoxide and 22 mg of tris(dibenzylideneacetone)(chloroform)dipalladium were added in turn to 2.5 ml of degassed 1,4-dioxane, and the mixture was stirred at 90° C. for 1 hour under argon atmosphere. The reaction solution was diluted with ethyl acetate. The solution was washed in turn with water ... The reactants are C(C)OC([C@H](CNC(=O)[C@H]1CN(CCC1)C(\C=C\C1CCNCC1)=O)NC(C(F)(F)F)=O)=O (N-[(R)-1-[3-(4-piperidyl)-(E)-acryloyl]-3-piperidylcarbonyl]-2(S)-trifluoroacetylamino-β-alanine ethyl ester), Cl (hydrogen chloride), C(C)(=O)OCC (ethyl acetate), C(C)(=O)OCC (ethyl acetate). Run at time 2 hour. Yields the product FC(C(=O)O)(F)F.N1CCC(CC1)/C=C/C(=O)N1C[C@@H](CCC1)C(=O)NC[C@@H](C(=O)O)NC(C(F)(F)F)=O (N-[(R)-1-[3-(4-piperidyl)-(E)-acryloyl]-3-piperidylcarbonyl]-2(S)-trifluoroacetylamino-β-alanine trifluoroacetate). Yield: 67.5%. RXN SMILES: C([O:3][C:4](=[O:33])[C@@H:5]([NH:26][C:27](=[O:32])[C:28]([F:31])([F:30])[F:29])[CH2:6][NH:7][C:8]([C@@H:10]1[CH2:15][CH2:14][CH2:13][N:12]([C:16](=[O:25])/[CH:17]=[CH:18]/[CH:19]2[CH2:24][CH2:23][NH:22][CH2:21][CH2:20]2)[CH2:11]1)=[O:9])C.Cl.C(OCC)(=[O:37])C>>[F:29][C:28]([F:31])([F:30])[C:27]([OH:32])=[O:37].[NH:22]1[CH2:23][CH2:24][CH:19](/[CH:18]=[CH:17]/[C:16]([N:12]2[CH2:13][CH2:14][CH2:15][C@@H:10]([C:8]([NH:7][CH2:6][C@H:5]([NH:26][C:27](=[O:32])[C:28]([F:29])([F:30])[F:31])[C:4]([OH:33])=[O:3])=[O:9])[CH2:11]2)=[O:25])[CH2:20][CH2:21]1 |f:3.4|. Procedure: To a stirred solution of N-[(R)-1-[3-(4-piperidyl)-(E)-acryloyl]-3-piperidylcarbonyl]-2(S)-trifluoroacetylamino-β-alanine ethyl ester (334 mg, 0.58 mmol) in ethyl acetate (1.5 ml) was added a solution of 4N-hydrogen chloride in ethyl acetate (1.0 ml, 4 mmol). After the solution was stirred for 2 hours at ambient temperature, the solvent was evaporated in vacuo. The residue was dissolved in 0.1M phosphate buffer (pH=7.3, 200 ml). To the solution was added Porcine liver esterase (0.5 ml), and the ... The reactants are C(C)(=O)NC1=C(C=C(N)C=C1C(F)(F)F)C(F)(F)F (4-acetylamino-3,5-bis-trifluoromethylaniline), diazonium salt, resultant mixture, S(=O)=O (sulfur dioxide), S(=O)=O (sulfur dioxide), Cl (hydrochloric acid), [N+](=O)([O-])[O-].[Na+] (sodium nitrate), cupric chloride. The solvent is O (water), C(C)(=O)O (acetic acid), C(C)(=O)O (acetic acid). Product: C(C)(=O)NC1=C(C=C(C=C1C(F)(F)F)S(=O)(=O)N)C(F)(F)F (4 -acetylamino-3,5-bis-trifluoromethylbenzenesulfonamide). Reaction SMILES: [C:1]([NH:4][C:5]1[C:11]([C:12]([F:15])([F:14])[F:13])=[CH:10][C:8](N)=[CH:7][C:6]=1[C:16]([F:19])([F:18])[F:17])(=[O:3])[CH3:2].Cl.[N+:21]([O-])([O-])=O.[Na+].[S:26](=[O:28])=[O:27]>C(O)(=O)C.O>[C:1]([NH:4][C:5]1[C:11]([C:12]([F:15])([F:14])[F:13])=[CH:10][C:8]([S:26]([NH2:21])(=[O:28])=[O:27])=[CH:7][C:6]=1[C:16]([F:19])([F:18])[F:17])(=[O:3])[CH3:2] |f:2.3|. Procedure: 5.7 G. of 4-acetylamino-3,5-bis-trifluoromethylaniline is dissolved in 16 ml. of acetic acid and cooled to 10° C., 3.2 ml. of concentrated hydrochloric acid is added, and the mixture cooled to 0°-5° C. with stirring. A solution of 1.4 g. of sodium nitrate in 4 ml. of water is added dropwise, with vigorous stirring and the resultant mixture stirred for 1/2 hour. The aqueous diazonium salt solution is then added to a solution of 0.4 g. of cupric chloride in 50 ml. of acetic acid which has been pre... Reactants: NC1=C(C(=C(C=C1F)F)F)N (1,2-diamino-3,4,6-trifluorobenzene), C(C)OC(=N)C(C(=O)OCC)C (ethyl 2-ethoxycarbonimidoylpropionate). Run in C(C)O (ethanol). Product: FC1=CC(=C(C=2NC(=NC21)C(C(=O)OCC)C)F)F (ethyl 2-(4,6,7-trifluoro-1H-benzoimidazol-2-yl)propionate). Isolated yield 42.6%. As a reaction SMILES: [NH2:1][C:2]1[C:7]([F:8])=[CH:6][C:5]([F:9])=[C:4]([F:10])[C:3]=1[NH2:11].C(O[C:15]([CH:17]([CH3:23])[C:18]([O:20][CH2:21][CH3:22])=[O:19])=N)C>C(O)C>[F:8][C:7]1[C:2]2[N:1]=[C:15]([CH:17]([CH3:23])[C:18]([O:20][CH2:21][CH3:22])=[O:19])[NH:11][C:3]=2[C:4]([F:10])=[C:5]([F:9])[CH:6]=1. Reported procedure: A mixture of 1,2-diamino-3,4,6-trifluorobenzene (1.92 g, 11.8 mmol), ethyl 2-ethoxycarbonimidoylpropionate (3.1 g, 14.7 mmol) and absolute ethanol (6 ml) was heated at reflux until no further progression of the reaction was indicated by TLC indicated the reaction was not progressing further, filtered from NH4Cl and concentrated. The residue was purified by chromatography on silica (hexane: methylene chloride: ethyl acetate, 5:5:1) to give ethyl 2-(4,6,7-trifluoro-1H-benzoimidazol-2-yl)propionate... Reactants: Cl.Cl.NC1=CC(=C(C(=O)NCC2CCNCC2)C=C1Cl)OC (4-Amino-5-chloro-2-methoxy-N-(piperidin-4-ylmethyl)benzamide dihydrochloride), COC=1C=C(COCCCCCBr)C=C(C1)OC (5-(3,5-dimethoxybenzyloxy)pentyl bromide). Product: NC1=CC(=C(C(=O)NCC2CCN(CC2)CCCCCOCC2=CC(=CC(=C2)OC)OC)C=C1Cl)OC (4-amino-5-chloro-N-((1-(5-(3,5-dimethoxybenzyloxy)pentyl)piperidin-4-yl)methyl)-2-methoxybenzamide). RXN SMILES: Cl.Cl.[NH2:3][C:4]1[C:19]([Cl:20])=[CH:18][C:7]([C:8]([NH:10][CH2:11][CH:12]2[CH2:17][CH2:16][NH:15][CH2:14][CH2:13]2)=[O:9])=[C:6]([O:21][CH3:22])[CH:5]=1.[CH3:23][O:24][C:25]1[CH:26]=[C:27]([CH:36]=[C:37]([O:39][CH3:40])[CH:38]=1)[CH2:28][O:29][CH2:30][CH2:31][CH2:32][CH2:33][CH2:34]Br>>[NH2:3][C:4]1[C:19]([Cl:20])=[CH:18][C:7]([C:8]([NH:10][CH2:11][CH:12]2[CH2:13][CH2:14][N:15]([CH2:34][CH2:33][CH2:32][CH2:31][CH2:30][O:29][CH2:28][C:27]3[CH:36]=[C:37]([O:39][CH3:40])[CH:38]=[C:25]([O:24][CH3:23])[CH:26]=3)[CH2:16][CH2:17]2)=[O:9])=[C:6]([O:21][CH3:22])[CH:5]=1 |f:0.1.2|. Procedure details: 4-Amino-5-chloro-2-methoxy-N-(piperidin-4-ylmethyl)benzamide dihydrochloride as starting compound and 5-(3,5-dimethoxybenzyloxy)pentyl bromide are reacted and treated in the same manner as in Example 168 to give 4-amino-5-chloro-N-((1-(5-(3,5-dimethoxybenzyloxy)pentyl)piperidin-4-yl)methyl)-2-methoxybenzamide. Reactants: dichloro[(R)-2,2′-bis(diphenylphosphino)-1,1′-binaphthyl][(R)-1,1′-bis(p-methoxyphenyl)-2-isopropylethane-1,2-diamine]ruthenium (II), CC(C)([O-])C.[K+] (potassium-tert-butoxide), C1(CC1)C(=O)C1=C(C=CC=C1)CO[Si](C)(C)C(C)(C)C ((cyclopropyl)[2-(tert-butyldimethylsilyloxymethyl)phenyl]methanone). Solvent: C(C)(C)O (isopropanol). Run at time 36 hour. Product: C1(CC1)[C@H](O)C1=C(C=CC=C1)CO[Si](C)(C)C(C)(C)C ((S)-(Cyclopropyl)[2-(tert-butyldimethylsilyloxymethyl)-phenyl]methanol). The yield is 94.0%. RXN SMILES: CC(C)([O-])C.[K+].[CH:7]1([C:10]([C:12]2[CH:17]=[CH:16][CH:15]=[CH:14][C:13]=2[CH2:18][O:19][Si:20]([C:23]([CH3:26])([CH3:25])[CH3:24])([CH3:22])[CH3:21])=[O:11])[CH2:9][CH2:8]1>C(O)(C)C>[CH:7]1([C@@H:10]([C:12]2[CH:17]=[CH:16][CH:15]=[CH:14][C:13]=2[CH2:18][O:19][Si:20]([C:23]([CH3:26])([CH3:25])[CH3:24])([CH3:21])[CH3:22])[OH:11])[CH2:8][CH2:9]1 |f:0.1|. Procedure details: To a suspension of dichloro[(R)-2,2′-bis(diphenylphosphino)-1,1′-binaphthyl][(R)-1,1′-bis(p-methoxyphenyl)-2-isopropylethane-1,2-diamine]ruthenium (II) (111 mg) and potassium-tert-butoxide (44.9 mg) in isopropanol (100 ml) was added (cyclopropyl)[2-(tert-butyldimethylsilyloxymethyl)phenyl]methanone (5.81 g) obtained in Step 2 of Example 58, and the mixture was subjected to medium pressure hydrogenation (5.0 kgf/cm2) at room temperature for 36 hr. The reaction mixture was concentrated under reduc...